Dataset: the Open Reaction Database (ORD), a public repository of structured organic reaction records. Task: describe an organic reaction: reactants, conditions, products, and yield Reactants: C[Si](C)(C)C#N, CC(=O)O, Nc1ccccc1, [NH4+], O=C1CCCCC1, [OH-]. Yields the product N#CC1(Nc2ccccc2)CCCCC1. RXN SMILES: [CH3:15][Si:16]([CH3:17])([CH3:18])[C:19]#[N:20].[CH3:23][C:24](=[O:25])[OH:26].[NH2:1][c:2]1[cH:3][cH:4][cH:5][cH:6][cH:7]1.[NH4+:21].[O:8]=[C:9]1[CH2:10][CH2:11][CH2:12][CH2:13][CH2:14]1.[OH-:22]>>[NH:1]([c:2]1[cH:3][cH:4][cH:5][cH:6][cH:7]1)[C:9]1([C:19]#[N:20])[CH2:10][CH2:11][CH2:12][CH2:13][CH2:14]1. Starting materials: OS(=O)(=O)O (H2SO4), ClC1=C(C=CC=C1)C(C(=O)N)N1CC2=C(CC1)SC=C2 ((+)-(2-chlorophenyl)-(6,7-dihydro-4H-thieno[3,2-c]pyrid-5-yl)acetamide), C1(=CC=CC=C1)C (toluene), OS(=O)(=O)O (H2SO4), C([O-])([O-])=O.[Na+].[Na+] (sodium carbonate). The solvent is CO (methanol). Reaction conditions: temperature 90 celsius. Product: ClC1=C(C=CC=C1)[C@@H](C(=O)OC)N1CC2=C(CC1)SC=C2 ((S)-(+)-Methyl (2-chlorophenyl)-(6,7-dihydro-4H-thieno[3,2-c]pyrid-5-yl)acetate). As a reaction SMILES: [Cl:1][C:2]1[CH:7]=[CH:6][CH:5]=[CH:4][C:3]=1[CH:8]([N:12]1[CH2:17][CH2:16][C:15]2[S:18][CH:19]=[CH:20][C:14]=2[CH2:13]1)[C:9](N)=[O:10].C1(C)C=CC=CC=1.OS(O)(=O)=O.[C:33](=O)([O-])[O-:34].[Na+].[Na+]>CO>[Cl:1][C:2]1[CH:7]=[CH:6][CH:5]=[CH:4][C:3]=1[C@H:8]([N:12]1[CH2:17][CH2:16][C:15]2[S:18][CH:19]=[CH:20][C:14]=2[CH2:13]1)[C:9]([O:34][CH3:33])=[O:10] |f:3.4.5|. Procedure details: 5 g of (+)-(2-chlorophenyl)-(6,7-dihydro-4H-thieno[3,2-c]pyrid-5-yl)acetamide was dissolved in 45 ml methanol, followed by 15 mL of toluene. 5 mL (0.28 mol) of conc. H2SO4 was instantly added and another 10 mL of conc. H2SO4 was slowly added later, while maintaining the temperature at 90° C. After that, the reaction mixture was refluxed at 90° C. for 13 hrs. The solvent was distilled off under reduced pressure. To the residue, 50 mL of water was added and the pH of reaction mixture was adjusted ... Reactants: NC1=NC2=C(N1[C@@H]1CC[C@H](CC1)O)C=CC(=C2)C(=O)OCC (Ethyl 2-amino-1-(trans-4-hydroxycyclohexyl)-1H-benzimidazole-5-carboxylate), CN(C=O)C (N,N-dimethylformamide), N1C=NC=C1 (1H-Imidazole), [Si](C)(C)(C(C)(C)C)Cl (tert-butyldimethylsilyl chloride). The solvent is C(C)(=O)OCC (ethyl acetate). Conditions: time 1 hour. The product is NC1=NC2=C(N1[C@@H]1CC[C@H](CC1)O[Si](C)(C)C(C)(C)C)C=CC(=C2)C(=O)OCC (Ethyl 2-amino-1-(trans-4-(tert-butyldimethylsilyloxy)cyclohexyl)-1H-benzo[d]imidazole-5-carboxylate). Yield: 82.2%. RXN SMILES: [NH2:1][C:2]1[N:6]([C@H:7]2[CH2:12][CH2:11][C@H:10]([OH:13])[CH2:9][CH2:8]2)[C:5]2[CH:14]=[CH:15][C:16]([C:18]([O:20][CH2:21][CH3:22])=[O:19])=[CH:17][C:4]=2[N:3]=1.CN(C)C=O.N1C=CN=C1.[Si:33](Cl)([C:36]([CH3:39])([CH3:38])[CH3:37])([CH3:35])[CH3:34]>C(OCC)(=O)C>[NH2:1][C:2]1[N:6]([C@H:7]2[CH2:12][CH2:11][C@H:10]([O:13][Si:33]([C:36]([CH3:39])([CH3:38])[CH3:37])([CH3:35])[CH3:34])[CH2:9][CH2:8]2)[C:5]2[CH:14]=[CH:15][C:16]([C:18]([O:20][CH2:21][CH3:22])=[O:19])=[CH:17][C:4]=2[N:3]=1. Procedure: Ethyl 2-amino-1-(trans-4-hydroxycyclohexyl)-1H-benzimidazole-5-carboxylate (0.97 g, 0.0032 mol) was dissolved in N,N-dimethylformamide (10 mL, 0.2 mol) at room temperature. 1H-Imidazole (0.50 g, 0.0074 mol) and tert-butyldimethylsilyl chloride (0.53 g, 0.0035 mol) were added and the mixture stirred at room temperature for 1 hour. The reaction mixture was diluted with ethyl acetate and washed with saturated bicarbonate then brine. The organics were collected and dried over sodium sulfate and conc... The yield is 101.1%. Run in CCOCC (ether), CCOCC (ether). Procedure: A solution of (±)-1-(3,5,5,6,8,8-hexamethyl-5,6,7,8-tetrahydro-2-naphthalenyl)-1-ethanone (10.00 g, 38.7 mmol) in ether (65 ml) was added dropwise during 1 h to a suspension of LiAlH4 (1.48 g, 39.0 mmol) in ether (70 ml) at 0° C. The reaction mixture was left warming up to room temperature and then heated to reflux for 1 day. After cooling to 0° C. more LiAlH4 (0.76 g, 19.5 mmol) was added. After refluxing for another 3 days, the mixture was cooled to 0° C. and water was added dropwise. Extracti... Reaction SMILES: [CH3:1][C:2]1[C:3]([C:17](=[O:19])[CH3:18])=[CH:4][C:5]2[C:6]([CH3:16])([CH3:15])[CH2:7][CH:8]([CH3:14])[C:9]([CH3:13])([CH3:12])[C:10]=2[CH:11]=1.[H-].[H-].[H-].[H-].[Li+].[Al+3].O>CCOCC>[CH3:1][C:2]1[C:3]([CH:17]([OH:19])[CH3:18])=[CH:4][C:5]2[C:6]([CH3:16])([CH3:15])[CH2:7][CH:8]([CH3:14])[C:9]([CH3:12])([CH3:13])[C:10]=2[CH:11]=1 |f:1.2.3.4.5.6|. Reactants: CC=1C(=CC=2C(CC(C(C2C1)(C)C)C)(C)C)C(C)=O ((±)-1-(3,5,5,6,8,8-hexamethyl-5,6,7,8-tetrahydro-2-naphthalenyl)-1-ethanone), [H-].[H-].[H-].[H-].[Li+].[Al+3] (LiAlH4), O (water), [H-].[H-].[H-].[H-].[Li+].[Al+3] (LiAlH4). Yields the product CC=1C(=CC=2C(CC(C(C2C1)(C)C)C)(C)C)C(C)O ((±)-1-(3,5,5,6,8,8-hexamethyl-5,6,7,8-tetrahydro-2-naphthalenyl)-ethanol). Run in O (water). Starting materials: NC1=C(CN2C(=CC=C2)C#N)C=CC=C1 (1-(o-aminobenzyl)-2-pyrrolecarbonitrile), C(CO)O (ethylene glycol), [OH-].[K+] (potassium hydroxide). Yields the product C=1C=CN2C1C(NC1=C(C2)C=CC=C1)=O (5,10-dihydro-11H-pyrrolo[2,1-c][1,4]-benzodiazepin-11-one). Procedure details: A mixture of 10 g. of 1-(o-aminobenzyl)-2-pyrrolecarbonitrile [M. Artico et al., I1 Farmaco Ed. Sci., 24 (11), 980 (1969)], 60 ml. of ethylene glycol and 8 g. of 85% potassium hydroxide is heated in an oil bath at 180° C. for 2 hours, cooled and then diluted with 100 ml. of water. The crystals which form are collected by filtration and recrystallized from 95% ethanol, giving pure 5,10-dihydro-11H-pyrrolo[2,1-c][1,4]-benzodiazepin-11-one. The aqueous mother liquor, when treated with acetic acid t... RXN SMILES: N[C:2]1[CH:15]=[CH:14][CH:13]=[CH:12][C:3]=1[CH2:4][N:5]1[CH:9]=[CH:8][CH:7]=[C:6]1[C:10]#[N:11].C(O)C[OH:18].[OH-].[K+]>O>[CH:7]1[CH:8]=[CH:9][N:5]2[CH2:4][C:3]3[CH:12]=[CH:13][CH:14]=[CH:15][C:2]=3[NH:11][C:10](=[O:18])[C:6]=12 |f:2.3|. Starting materials: FC1=CC(=C(C=C1)NC1=C(C=NC=2N1N=CC2)C(=O)OCC)C (Ethyl 7-(4-fluoro-2-methylphenylamino)pyrazolo[1,5-a]pyrimidine-6-carboxylate), ClS(=O)(=O)O (chlorosulfonic acid). The solvent is C(Cl)Cl (methylene chloride). Conditions: time 8 hour. Yields the product C(C)OC(=O)C=1C=NC=2N(C1NC1=C(C=C(C=C1)F)C)N=CC2S(=O)(=O)O (6-ethoxycarbonyl-7-(4-fluoro-2-methylphenylamino)pyrazolo[1,5-a]pyrimidine-3-sulfonic acid). Isolated yield 92.5%. RXN SMILES: [F:1][C:2]1[CH:7]=[CH:6][C:5]([NH:8][C:9]2[N:14]3[N:15]=[CH:16][CH:17]=[C:13]3[N:12]=[CH:11][C:10]=2[C:18]([O:20][CH2:21][CH3:22])=[O:19])=[C:4]([CH3:23])[CH:3]=1.Cl[S:25]([OH:28])(=[O:27])=[O:26]>C(Cl)Cl>[CH2:21]([O:20][C:18]([C:10]1[CH:11]=[N:12][C:13]2[N:14]([N:15]=[CH:16][C:17]=2[S:25]([OH:28])(=[O:27])=[O:26])[C:9]=1[NH:8][C:5]1[CH:6]=[CH:7][C:2]([F:1])=[CH:3][C:4]=1[CH3:23])=[O:19])[CH3:22]. Reported procedure: Ethyl 7-(4-fluoro-2-methylphenylamino)pyrazolo[1,5-a]pyrimidine-6-carboxylate (0.500 g, 1.59 mmol) obtained in step 1 was dissolved in methylene chloride (6 mL), chlorosulfonic acid (0.21 mL, 3.19 mmol) was added, and the mixture was stirred at room temperature overnight. The reaction mixture was concentrated under reduced pressure, a 1/1 mixed solvent of diisopropyl ether and 2-propanol was added, and the mixture was stirred at room temperature for 1 hr. The resulting crystals were suction filt... Reactants: C1(CCCCC1)N1C(=NC2=C1C=CC(=C2)C(=O)OCC)C2=CC=C(C=C2)OC2=CC(=CC=C2)O (ethyl 1-cyclohexyl-2-[4-(3-hydroxyphenyloxy)-phenyl]benzimidazole-5-carboxylate), O (Water), [H-].[Na+] (sodium hydride), Cl.ClCC1=CC=NC=C1 (4-chloromethylpyridine hydrochloride). Solvent: CN(C=O)C (dimethylformamide). Conditions: time 1 hour. Yields the product C1(CCCCC1)N1C(=NC2=C1C=CC(=C2)C(=O)OCC)C2=CC=C(C=C2)OC2=CC(=CC=C2)OCC2=CC=NC=C2 (ethyl 1-cyclohexyl-2-{4-[3-(4-pyridylmethoxy)-phenyloxy]phenyl}benzimidazole-5-carboxylate). Yield: 82.3%. RXN SMILES: [CH:1]1([N:7]2[C:11]3[CH:12]=[CH:13][C:14]([C:16]([O:18][CH2:19][CH3:20])=[O:17])=[CH:15][C:10]=3[N:9]=[C:8]2[C:21]2[CH:26]=[CH:25][C:24]([O:27][C:28]3[CH:33]=[CH:32][CH:31]=[C:30]([OH:34])[CH:29]=3)=[CH:23][CH:22]=2)[CH2:6][CH2:5][CH2:4][CH2:3][CH2:2]1.[H-].[Na+].Cl.Cl[CH2:39][C:40]1[CH:45]=[CH:44][N:43]=[CH:42][CH:41]=1.O>CN(C)C=O>[CH:1]1([N:7]2[C:11]3[CH:12]=[CH:13][C:14]([C:16]([O:18][CH2:19][CH3:20])=[O:17])=[CH:15][C:10]=3[N:9]=[C:8]2[C:21]2[CH:22]=[CH:23][C:24]([O:27][C:28]3[CH:33]=[CH:32][CH:31]=[C:30]([O:34][CH2:39][C:40]4[CH:45]=[CH:44][N:43]=[CH:42][CH:41]=4)[CH:29]=3)=[CH:25][CH:26]=2)[CH2:2][CH2:3][CH2:4][CH2:5][CH2:6]1 |f:1.2,3.4|. Procedure details: Ethyl 1-cyclohexyl-2-[4-(3-hydroxyphenyloxy)phenyl]-benzimidazole-5-carboxylate (78 g) obtained in Example 28 was suspended in dimethylformamide (800 ml), and sodium hydride (60% oil, 14 g) was added under ice-cooling. The mixture was stirred for 1 hr at room temperature. After the reaction mixture was ice-cooled, 4-chloromethylpyridine hydrochloride (29 g) was added and the mixture was stirred for 30 min. The mixture was then stirred overnight at room temperature. Water was added to the reactio... The reactants are C(C1=CC=CC=C1)N1CC(C(CC1)(C1=C(C(=CC=2C=COC21)F)F)O)C (1-benzyl-3-methyl-4-hydroxy-4-(5,6-difluorobenzofur-7-yl)piperidine), C(C1=CC=CC=C1)N1CC(C(CC1)(C1=C(C(=CC=2C=COC21)F)F)OC(C(=O)C)=O)C (1-benzyl-3-methyl-4-(methyl oxoacetoxy)-4-(5,6-difluorobenzofur-7-yl)piperidine), C(CCC)[SnH](CCCC)CCCC (tri(n-butyl)tin hydride). The product is C(C1=CC=CC=C1)N1C[C@H]([C@H](CC1)C1=C(C(=CC=2C=COC21)F)F)C (cis-1-benzyl-3-methyl-4-(5,6-difluorobenzofur-7-yl)piperidine). Isolated yield 32.4%. RXN SMILES: [CH2:1]([N:8]1[CH2:13][CH2:12][C:11](O)([C:14]2[C:22]3[O:21][CH:20]=[CH:19][C:18]=3[CH:17]=[C:16]([F:23])[C:15]=2[F:24])[CH:10]([CH3:26])[CH2:9]1)[C:2]1[CH:7]=[CH:6][CH:5]=[CH:4][CH:3]=1.C(N1CCC(OC(=O)C(C)=O)(C2C3OC=CC=3C=C(F)C=2F)C(C)C1)C1C=CC=CC=1.C([SnH](CCCC)CCCC)CCC>>[CH2:1]([N:8]1[CH2:13][CH2:12][C@H:11]([C:14]2[C:22]3[O:21][CH:20]=[CH:19][C:18]=3[CH:17]=[C:16]([F:23])[C:15]=2[F:24])[C@H:10]([CH3:26])[CH2:9]1)[C:2]1[CH:7]=[CH:6][CH:5]=[CH:4][CH:3]=1. Reported procedure: Beginning with 0.75 gm (2.08 mMol) 1-benzyl-3-methyl-4-hydroxy-4-(5,6-difluorobenzofur-7-yl)piperidine, 1-benzyl-3-methyl-4-(methyl oxoacetoxy)-4-(5,6-difluorobenzofur-7-yl)piperidine was prepared essentially as described in EXAMPLE 16. This material was treated with tri(n-butyl)tin hydride essentially as described in EXAMPLE 16 to prepare 0.23 gm (32%) of the desired compound. Reactants: ClC1=NC(=NC(=C1)Cl)NC (4,6-Dichloro-N-methyl-2-pyrimidinamine), C(C)[C@@H]1CO[C@@H](CN1)C(=O)NC1=CC=CC=C1 ((2S,5R)-5-ethyl-N-phenyl-2-morpholinecarboxamide), CCN(C(C)C)C(C)C (Hunig's base). The solvent is O (water), CC#N (CH3CN). Conditions: temperature 100 celsius. The product is ClC1=CC(=NC(=N1)NC)N1C[C@H](OC[C@H]1CC)C(=O)NC1=CC=CC=C1 ((2S,5R)-4-[6-Chloro-2-(methylamino)-4-pyrimidinyl]-5-ethyl-N-phenyl-2-morpholinecarboxamide). Isolated yield 129.1%. As a reaction SMILES: Cl[C:2]1[CH:7]=[C:6]([Cl:8])[N:5]=[C:4]([NH:9][CH3:10])[N:3]=1.[CH2:11]([C@H:13]1[NH:18][CH2:17][C@@H:16]([C:19]([NH:21][C:22]2[CH:27]=[CH:26][CH:25]=[CH:24][CH:23]=2)=[O:20])[O:15][CH2:14]1)[CH3:12].CCN(C(C)C)C(C)C>CC#N.O>[Cl:8][C:6]1[N:5]=[C:4]([NH:9][CH3:10])[N:3]=[C:2]([N:18]2[C@H:13]([CH2:11][CH3:12])[CH2:14][O:15][C@H:16]([C:19]([NH:21][C:22]3[CH:27]=[CH:26][CH:25]=[CH:24][CH:23]=3)=[O:20])[CH2:17]2)[CH:7]=1. Procedure details: 4,6-Dichloro-N-methyl-2-pyrimidinamine (0.150 g, 0.845 mmol) was added to a 20 mL microwave vial followed by the addition of (2S,5R)-5-ethyl-N-phenyl-2-morpholinecarboxamide (0.198 g, 0.845 mmol) in CH3CN (5 mL) and Hunig's base (0.738 mL, 4.23 mmol). The reaction was irradiated at 150° C. for 10 minutes. The reaction was left in the 20 mL sealed microwave vessel and heated to 100° C. over the weekend. The reaction mixture was diluted with water and extracted with EtOAc (2×). The organic layers ... Reactants: [Si](C1=CC=CC=C1)(C1=CC=CC=C1)(C(C)(C)C)OCCOC[C@@H](C(=O)OC)OC1=C2C(=NC=N1)N(N=C2)C2=C(C(=CC=C2)F)C ((2S)-methyl 3-(2-(tert-butyldiphenylsilyloxy)ethoxy)-2-(1-(3-fluoro-2-methylphenyl)-1H-pyrazolo[3,4-d]pyrimidin-4-yloxy)propanoate), CC=1C=CC(=NC1)N (5-methylpyridin-2-amine). Yields the product [Si](C)(C)(C(C)(C)C)OCCOC[C@@H](C(=O)NC1=NC=C(C=C1)C)OC1=NC=NC2=C1C=NN2C2=C(C(=CC=C2)F)C ((2S)-3-[2-(tert-butyl-dimethylsilyl)oxyethoxy]-2-[1-(3-fluoro-2-methylphenyl)pyrazolo[4,5-e]pyrimidin-4-yl]oxy-N-(5-methylpyridin-2-yl)propanamide). Reaction SMILES: [Si:1]([O:18][CH2:19][CH2:20][O:21][CH2:22][C@H:23]([O:28][C:29]1[N:34]=[CH:33][N:32]=[C:31]2[N:35]([C:38]3[CH:43]=[CH:42][CH:41]=[C:40]([F:44])[C:39]=3[CH3:45])[N:36]=[CH:37][C:30]=12)[C:24]([O:26]C)=O)([C:14]([CH3:17])([CH3:16])[CH3:15])([C:8]1C=CC=CC=1)[C:2]1C=CC=CC=1.[CH3:46][C:47]1[CH:48]=[CH:49][C:50]([NH2:53])=[N:51][CH:52]=1>>[Si:1]([O:18][CH2:19][CH2:20][O:21][CH2:22][C@H:23]([O:28][C:29]1[C:30]2[CH:37]=[N:36][N:35]([C:38]3[CH:43]=[CH:42][CH:41]=[C:40]([F:44])[C:39]=3[CH3:45])[C:31]=2[N:32]=[CH:33][N:34]=1)[C:24]([NH:53][C:50]1[CH:49]=[CH:48][C:47]([CH3:46])=[CH:52][N:51]=1)=[O:26])([C:14]([CH3:15])([CH3:17])[CH3:16])([CH3:8])[CH3:2]. Procedure details: Prepared using a procedure analogous to that described for Intermediate AE1 using (2S)-methyl 3-(2-(tert-butyldiphenylsilyloxy)ethoxy)-2-(1-(3-fluoro-2-methylphenyl)-1H-pyrazolo[3,4-d]pyrimidin-4-yloxy)propanoate (Intermediate AF4) and 5-methylpyridin-2-amine. 1H NMR (400 MHz, DMSO) d 0.88 (9H, s), 1.96 (3H, d), 2.24 (3H, s), 3.75 (4H, m), 4.08-4.02 (1H, m), 4.14 (1H, m), 5.99 (1H, m), 7.50-7.29 (9H, m), 7.63-7.54 (5H, m), 7.89 (1H, d), 8.17 (1H, s), 8.51 (1H, s), 8.55 (1H, s), 10.94 (1H, s).